This data is from the Open Reaction Database (ORD), a public repository of structured organic reaction records. The task is: describe an organic reaction: reactants, conditions, products, and yield Reactants: CSC1=NC(=O)C(=Cc2ccc3c(cnn3Cc3ccc(C(F)(F)F)cc3C(F)(F)F)c2)S1, C1CC(c2nnn[nH]2)CCN1. Yields the product O=C1N=C(N2CCC(c3nnn[nH]3)CC2)SC1=Cc1ccc2c(cnn2Cc2ccc(C(F)(F)F)cc2C(F)(F)F)c1. RXN SMILES: [F:1][C:2]([c:3]1[c:4]([CH2:5][n:6]2[n:7][cH:8][c:9]3[cH:10][c:11]([CH:15]=[C:16]4[C:17](=[O:23])[N:18]=[C:19]([S:21][CH3:22])[S:20]4)[cH:12][cH:13][c:14]23)[cH:24][cH:25][c:26]([C:28]([F:29])([F:30])[F:31])[cH:27]1)([F:32])[F:33].[nH:34]1[n:35][n:36][n:37][c:38]1[CH:39]1[CH2:40][CH2:41][NH:42][CH2:43][CH2:44]1>>[F:1][C:2]([c:3]1[c:4]([CH2:5][n:6]2[n:7][cH:8][c:9]3[cH:10][c:11]([CH:15]=[C:16]4[C:17](=[O:23])[N:18]=[C:19]([N:42]5[CH2:41][CH2:40][CH:39]([c:38]6[n:34][n:35][n:36][nH:37]6)[CH2:44][CH2:43]5)[S:20]4)[cH:12][cH:13][c:14]23)[cH:24][cH:25][c:26]([C:28]([F:29])([F:30])[F:31])[cH:27]1)([F:32])[F:33]. The reactants are ClC1=C(C=CC=C1Cl)S(=O)(=O)NC1=C(C=C(C=C1)OC)S(=O)(=O)N (2-(2,3-dichloro-benzenesulfonylamino)-5-methoxy-benzenesulfonamide), B(Br)(Br)Br (BBr3). Run in C(Cl)Cl (DCM). As a reaction SMILES: [Cl:1][C:2]1[C:7]([Cl:8])=[CH:6][CH:5]=[CH:4][C:3]=1[S:9]([NH:12][C:13]1[CH:18]=[CH:17][C:16]([O:19]C)=[CH:15][C:14]=1[S:21]([NH2:24])(=[O:23])=[O:22])(=[O:11])=[O:10].B(Br)(Br)Br>C(Cl)Cl>[Cl:1][C:2]1[C:7]([Cl:8])=[CH:6][CH:5]=[CH:4][C:3]=1[S:9]([NH:12][C:13]1[CH:18]=[CH:17][C:16]([OH:19])=[CH:15][C:14]=1[S:21]([NH2:24])(=[O:23])=[O:22])(=[O:11])=[O:10]. Isolated yield 99.1%. Conditions: time 8 hour. Reported procedure: To a solution of 2-(2,3-dichloro-benzenesulfonylamino)-5-methoxy-benzenesulfonamide (4.8 g, 11.68 mmol) in DCM (200 mL) at −20° C., BBr3 (1M in DCM, 60 mL, 60 mmol) was added dropwise over 30 minutes. The reaction mixture was allowed to warm to RT and the stirring was continued overnight. The reaction mixture was then cooled to −20° C., quenched by addition of methanol (20 mL) and volatiles were removed under reduced pressure. The residue was partitioned between water (50 mL) and ethyl acetate (... Product: ClC1=C(C=CC=C1Cl)S(=O)(=O)NC1=C(C=C(C=C1)O)S(=O)(=O)N (2-(2,3-Dichloro-benzenesulfonylamino)-5-hydroxy-benzenesulfonamide).